This data is from the Open Reaction Database (ORD), a public repository of structured organic reaction records. The task is: describe an organic reaction: reactants, conditions, products, and yield Reactants: C(Cl)Cl (methylene chloride), C(C)(C)(C)C=1C(COC1C=1OC2=C(C1)C=C(C=C2)O[Si](C)(C)C(C)(C)C)(C)C (4-t-butyl-5-(5-(t-butyldimethylsiloxy)benzofuran-2-yl)-3,3-dimethyl-2,3-dihydrofuran), C(C)(C)(C)C=1C(COC1C=1OC2=C(C1)C=C(C=C2)O[Si](C)(C)C(C)(C)C)(C)C (4-t-butyl-5-(5-(t-butyldimethylsiloxy)benzofuran-2-yl)-3,3-dimethyl-2,3-dihydrofuran), [Na] (sodium), O=O (oxygen). The product is C(C)(C)(C)C12C(COC2(OO1)C=1OC2=C(C1)C=C(C=C2)O[Si](C)(C)C(C)(C)C)(C)C (5-t-butyl-1-(5-(t-butyldimethylsiloxy)benzofuran-2-yl)-4,4-dimethyl-2,6,7-trioxabicyclo[3.2.0]heptane). The yield is 85.0%. Reaction SMILES: C(Cl)Cl.[C:4]([C:8]1[C:9]([CH3:31])([CH3:30])[CH2:10][O:11][C:12]=1[C:13]1[O:14][C:15]2[CH:21]=[CH:20][C:19]([O:22][Si:23]([C:26]([CH3:29])([CH3:28])[CH3:27])([CH3:25])[CH3:24])=[CH:18][C:16]=2[CH:17]=1)([CH3:7])([CH3:6])[CH3:5].[Na].[O:33]=[O:34]>>[C:4]([C:8]12[O:34][O:33][C:12]1([C:13]1[O:14][C:15]3[CH:21]=[CH:20][C:19]([O:22][Si:23]([C:26]([CH3:29])([CH3:28])[CH3:27])([CH3:24])[CH3:25])=[CH:18][C:16]=3[CH:17]=1)[O:11][CH2:10][C:9]2([CH3:31])[CH3:30])([CH3:7])([CH3:5])[CH3:6] |^1:31|. Reported procedure: Adding 1 mg of TPP to 4 ml of methylene chloride dissolving 132 mg (0.286 mmol) of 4-t-butyl-5-(5-(t-butyldimethylsiloxy)benzofuran-2-yl)-3,3-dimethyl-2,3-dihydrofuran (Compound [18]), the mixture was stirred in oxygen atmosphere, at the temperature of −78° C. This solution was externally irritated with a 940 W sodium lamp for 4 hours. The reaction mixture was concentrated and fractionated with aliquot thin layer chromatography using the mixture of hexane and ethyl acetate (hexane:ethyl acetate=... Solvent: C(Cl)Cl (CH2Cl2), C(=O)([O-])[O-].[Na+].[Na+] (Na2CO3), C(Cl)Cl (CH2Cl2), C(=O)([O-])[O-].[Na+].[Na+] (Na2CO3). Conditions: time 1.5 hour. Product: BrC1=C(C=O)C=CC(=C1)C(F)(F)F (2-Bromo-4-trifluoromethyl-benzaldehyde). As a reaction SMILES: [Br:1][C:2]1[CH:9]=[C:8]([C:10]([F:13])([F:12])[F:11])[CH:7]=[CH:6][C:3]=1[CH2:4][OH:5].CC(OI1(OC(C)=O)(OC(C)=O)OC(=O)C2C=CC=CC1=2)=O.[OH-].[Na+]>C(Cl)Cl.C([O-])([O-])=O.[Na+].[Na+]>[Br:1][C:2]1[CH:9]=[C:8]([C:10]([F:11])([F:12])[F:13])[CH:7]=[CH:6][C:3]=1[CH:4]=[O:5] |f:2.3,5.6.7|. Procedure details: 2-Bromo-4-(trifluoromethyl)benzyl alcohol (4.0 g, 15.88 mmol) and Dess-Martin periodinane (7.14 g, 16.67 mmol) were combined in CH2Cl2 and stirred for 1.5 hours at room temperature. Saturated aqueous Na2CO3 was added, and a white precipitate was formed. The mixture was diluted with CH2Cl2 and saturated aqueous Na2CO3 and stirred for 1 hour. 1N Aqueous NaOH was added, and the organic layer was separated and concentrated. The residue was purified by silica gel chromatography (0-80% EtOAc in hexane... The reactants are BrC1=C(CO)C=CC(=C1)C(F)(F)F (2-Bromo-4-(trifluoromethyl)benzyl alcohol), CC(=O)OI1(C=2C=CC=CC2C(=O)O1)(OC(=O)C)OC(=O)C (Dess-Martin periodinane), [OH-].[Na+] (NaOH).